Dataset: the Open Reaction Database (ORD), a public repository of structured organic reaction records. Task: describe an organic reaction: reactants, conditions, products, and yield Reactants: CCOC(=O)C1(NC(=O)c2cccc(C)c2C2=CCCC2)Cc2ccc(F)cc2C1, CCO, [K+], [OH-], O. Product: Cc1cccc(C(=O)NC2(C(=O)O)Cc3ccc(F)cc3C2)c1C1=CCCC1. As a reaction SMILES: [CH2:1]([CH3:2])[O:3][C:4](=[O:5])[C:6]1([NH:16][C:17]([c:18]2[c:19]([C:25]3=[CH:26][CH2:27][CH2:28][CH2:29]3)[c:20]([CH3:24])[cH:21][cH:22][cH:23]2)=[O:30])[CH2:7][c:8]2[cH:9][cH:10][c:11]([F:15])[cH:12][c:13]2[CH2:14]1.[CH3:34][CH2:35][OH:36].[K+:32].[OH-:31].[OH2:33]>>[O:3]=[C:4]([OH:5])[C:6]1([NH:16][C:17]([c:18]2[c:19]([C:25]3=[CH:26][CH2:27][CH2:28][CH2:29]3)[c:20]([CH3:24])[cH:21][cH:22][cH:23]2)=[O:30])[CH2:7][c:8]2[cH:9][cH:10][c:11]([F:15])[cH:12][c:13]2[CH2:14]1.